From a dataset of the Open Reaction Database (ORD), a public repository of structured organic reaction records. describe an organic reaction: reactants, conditions, products, and yield As a reaction SMILES: N[C@@H](CC1C=CC=CC=1)[C@H](O)CN1[C@H](C(NC(C)(C)C)=O)C[C@H]2[C@H](CCCC2)C1.[NH2:30][C@H:31]([C:39]([OH:41])=O)[CH2:32][C:33]1[CH:38]=[CH:37][CH:36]=[CH:35][CH:34]=1.C1(=O)[O:47][C:45](=[O:46])C2=CC=CC=C12.C1(C[C@H](N2C(=O)C3=CC=CC=C3C2=O)C(O)=O)C=CC=CC=1.C1(C[C@H](N2C(=O)C3=CC=CC=C3C2=O)C(Cl)=O)C=CC=CC=1.C1(C[C@H](N2C(=O)C3=CC=CC=C3C2=O)C=O)C=CC=CC=1.C(C(O)[C@@H](N1C(=O)C2=CC=CC=C2C1=O)CC1C=CC=CC=1)#N>>[NH2:30][C@@H:31]([CH2:32][C:33]1[CH:34]=[CH:35][CH:36]=[CH:37][CH:38]=1)[CH:39]([OH:41])[C:45]([OH:47])=[O:46]. Product: N[C@H](C(C(=O)O)O)CC1=CC=CC=C1 (3(S)-amino-2-hydroxy-4-phenylbutyric acid). The reactants are N[C@H]([C@@H](CN1C[C@H]2CCCC[C@H]2C[C@H]1C(=O)NC(C)(C)C)O)CC1=CC=CC=C1 (2-[3-(S)-amino-2(R)-hydroxy-4-phenylbutyl]-N-tert.-butyl-decahydro-(4aS,8aS)-isoquinoline-3(S)-carboxamide), acid chloride, formula VI, C(#N)C([C@H](CC1=CC=CC=C1)N1C(C=2C(C1=O)=CC=CC2)=O)O (1-cyano-3-phenyl-2(S)-phthalimidopropan-1-ol), nitrile, C1(=CC=CC=C1)C[C@@H](C=O)N1C(C=2C(C1=O)=CC=CC2)=O (3-phenyl-2(S)-phthalimidopropan-1-al), N[C@@H](CC1=CC=CC=C1)C(=O)O (L-phenylalanine), C1(C=2C(C(=O)O1)=CC=CC2)=O (phthalic anhydride), C1(=CC=CC=C1)C[C@@H](C(=O)O)N1C(C=2C(C1=O)=CC=CC2)=O (3-phenyl-2(S)-phthalimidopropionic acid), C1(=CC=CC=C1)C[C@@H](C(=O)Cl)N1C(C=2C(C1=O)=CC=CC2)=O (3-phenyl-2(S)-phthalimidopropionic acid chloride). Procedure: Process for the production of 2-[3-(S)-amino-2(R)-hydroxy-4-phenylbutyl]-N-tert.-butyl-decahydro-(4aS,8aS)-isoquinoline-3(S)-carboxamide of the formula ##STR20## characterised in that a) L-phenylalanine of the formula ##STR21## is reacted with phthalic anhydride, b) the resultant 3-phenyl-2(S)-phthalimidopropionic acid of the formula ##STR22## is converted into the corresponding acid chloride, c) the resultant 3-phenyl-2(S)-phthalimidopropionic acid chloride of the formula ##STR23## is reduced, ... Reactants: CC#N, CC[N+](CC)(CC)Cc1ccccc1, [Cl-], Clc1ccccc1, O=[N+]([O-])c1cc(Cl)c(Cl)c(Cl)c1, Cl, [Na+], C1CCOC1, [OH-]. Yields the product N#CC(c1ccc(Cl)cc1)c1c(Cl)cc([N+](=O)[O-])cc1Cl. RXN SMILES: [C:16]([CH3:17])#[N:18].[CH2:27]([N+:28]([CH2:29][CH3:30])([CH2:31][CH3:32])[CH2:33][c:34]1[cH:35][cH:36][cH:37][cH:38][cH:39]1)[CH3:40].[Cl-:26].[Cl:19][c:20]1[cH:21][cH:22][cH:23][cH:24][cH:25]1.[Cl:1][c:2]1[c:3]([Cl:12])[c:4]([Cl:11])[cH:5][c:6]([N+:8](=[O:9])[O-:10])[cH:7]1.[ClH:15].[Na+:14].[O:41]1[CH2:42][CH2:43][CH2:44][CH2:45]1.[OH-:13]>>[Cl:1][c:2]1[c:3]([CH:17]([C:16]#[N:18])[c:23]2[cH:22][cH:21][c:20]([Cl:19])[cH:25][cH:24]2)[c:4]([Cl:11])[cH:5][c:6]([N+:8](=[O:9])[O-:10])[cH:7]1. Reactants: N1N=CC=C1 (pyrazole), ClC=1N=C(C2=C(N1)SC=C2C)NCC2=CC1=C(C=C2)OCO1 (2-chloro-5-methyl-4-(3,4-methylenedioxybenzylamino)-thieno-[2,3-d]-pyrimidine). Yields the product N1(N=CC=C1)C=1N=C(C2=C(N1)SC=C2C)NCC2=CC1=C(C=C2)OCO1 (2-(pyrazol-1-yl)-5-methyl-4-(3,4-methylenedioxybenzylamino)-thieno-[2,3-d]-pyrimidine). RXN SMILES: [NH:1]1[CH:5]=[CH:4][CH:3]=[N:2]1.Cl[C:7]1[N:8]=[C:9]([NH:17][CH2:18][C:19]2[CH:24]=[CH:23][C:22]3[O:25][CH2:26][O:27][C:21]=3[CH:20]=2)[C:10]2[C:15]([CH3:16])=[CH:14][S:13][C:11]=2[N:12]=1>>[N:1]1([C:7]2[N:8]=[C:9]([NH:17][CH2:18][C:19]3[CH:24]=[CH:23][C:22]4[O:25][CH2:26][O:27][C:21]=4[CH:20]=3)[C:10]3[C:15]([CH3:16])=[CH:14][S:13][C:11]=3[N:12]=2)[CH:5]=[CH:4][CH:3]=[N:2]1. Procedure details: Following the procedure of Example 97, the reaction of pyrazole with 2-chloro-5-methyl-4-(3,4-methylenedioxybenzylamino)-thieno-[2,3-d]-pyrimidine gives 2-(pyrazol-1-yl)-5-methyl-4-(3,4-methylenedioxybenzylamino)-thieno-[2,3-d]-pyrimidine.